describe an organic reaction: reactants, conditions, products, and yield From a dataset of the Open Reaction Database (ORD), a public repository of structured organic reaction records. The reactants are Cc1nc2c(s1)-c1nc(Nc3cccc([N+](=O)[O-])c3)ncc1CC2, [H-], CI, [Na+], CN(C)C=O. Yields the product Cc1nc2c(s1)-c1nc(N(C)c3cccc([N+](=O)[O-])c3)ncc1CC2. As a reaction SMILES: [CH3:1][c:2]1[s:3][c:4]2[c:5]([n:24]1)[CH2:6][CH2:7][c:8]1[cH:9][n:10][c:11]([NH:14][c:15]3[cH:16][c:17]([N+:21](=[O:22])[O-:23])[cH:18][cH:19][cH:20]3)[n:12][c:13]1-2.[H-:26].[I:27][CH3:28].[Na+:25].[O:29]=[CH:30][N:31]([CH3:32])[CH3:33]>>[CH3:1][c:2]1[s:3][c:4]2[c:5]([n:24]1)[CH2:6][CH2:7][c:8]1[cH:9][n:10][c:11]([N:14]([c:15]3[cH:16][c:17]([N+:21](=[O:22])[O-:23])[cH:18][cH:19][cH:20]3)[CH3:28])[n:12][c:13]1-2. Starting materials: ClCCl, CS(C)=O, CC1CNCCN1, CO, Nc1ncc(-c2nc(N3CCOCC3)c3nc(Cl)n(CC4CC4)c3n2)cn1. Yields the product CC1CN(c2nc3c(N4CCOCC4)nc(-c4cnc(N)nc4)nc3n2CC2CC2)CCN1. Reaction SMILES: [CH2:41]([Cl:42])[Cl:43].[CH3:1][S:2](=[O:3])[CH3:4].[CH3:32][CH:33]1[NH:34][CH2:35][CH2:36][NH:37][CH2:38]1.[CH3:39][OH:40].[Cl:5][c:6]1[n:7]([CH2:28][CH:29]2[CH2:30][CH2:31]2)[c:8]2[n:9][c:10](-[c:21]3[cH:22][n:23][c:24]([NH2:27])[n:25][cH:26]3)[n:11][c:12]([N:15]3[CH2:16][CH2:17][O:18][CH2:19][CH2:20]3)[c:13]2[n:14]1>>[c:6]1([N:37]2[CH2:36][CH2:35][NH:34][CH:33]([CH3:32])[CH2:38]2)[n:7]([CH2:28][CH:29]2[CH2:30][CH2:31]2)[c:8]2[n:9][c:10](-[c:21]3[cH:22][n:23][c:24]([NH2:27])[n:25][cH:26]3)[n:11][c:12]([N:15]3[CH2:16][CH2:17][O:18][CH2:19][CH2:20]3)[c:13]2[n:14]1. Reactants: BrC=1C=C2C(=CC1)OC=1C=NC(=CC1C21N=C(SC1COC)N)Cl (7-bromo-3-chloro-5′-(methoxymethyl)-5′H-spiro[chromeno[2,3-c]pyridine-5,4′-thiazol]-2′-amine), P(=O)([O-])([O-])[O-].[K+].[K+].[K+] (potassium phosphate), FC1=NC=CC=C1B(O)O ((2-fluoropyridin-3-yl)boronic acid), O1CCOCC1 (dioxane). Reagents/catalysts: C(C)(C)(C)C=1C(=C(C=CC1N(C)C)[Pd]Cl)C(C)(C)C ((di-t-butyl-p-dimethylaminophenyl]palladium(ii) chloride). Run in O (water), O (water). Reaction conditions: temperature 100 celsius. Product: ClC1=CC2=C(C=N1)OC1=CC=C(C=C1C21N=C(SC1COC)N)C=1C(=NC=CC1)F (3-chloro-7-(2-fluoropyridin-3-yl)-5′-(methoxymethyl)-5′H-spiro[chromeno[2,3-c]pyridine-5,4′-thiazol]-2′-amine). Yield: 66.8%. RXN SMILES: Br[C:2]1[CH:3]=[C:4]2[C:15]3([CH:19]([CH2:20][O:21][CH3:22])[S:18][C:17]([NH2:23])=[N:16]3)[C:14]3[CH:13]=[C:12]([Cl:24])[N:11]=[CH:10][C:9]=3[O:8][C:5]2=[CH:6][CH:7]=1.P([O-])([O-])([O-])=O.[K+].[K+].[K+].[F:33][C:34]1[C:39](B(O)O)=[CH:38][CH:37]=[CH:36][N:35]=1.O1CCOCC1>O.C(C1C(C(C)(C)C)=C([Pd]Cl)C=CC=1N(C)C)(C)(C)C>[Cl:24][C:12]1[N:11]=[CH:10][C:9]2[O:8][C:5]3[C:4]([C:15]4([CH:19]([CH2:20][O:21][CH3:22])[S:18][C:17]([NH2:23])=[N:16]4)[C:14]=2[CH:13]=1)=[CH:3][C:2]([C:39]1[C:34]([F:33])=[N:35][CH:36]=[CH:37][CH:38]=1)=[CH:7][CH:6]=3 |f:1.2.3.4|. Procedure: To a microwave vessel was added 7-bromo-3-chloro-5′-(methoxymethyl)-5′H-spiro[chromeno[2,3-c]pyridine-5,4′-thiazol]-2′-amine (1.50 g, 3.52 mmol, prepared as described in Method CC27), potassium phosphate (2.24 g, 10.55 mmol), (2-fluoropyridin-3-yl)boronic acid (1.14 g, 8.09 mmol), 1,1-bis[(di-t-butyl-p-dimethylaminophenyl]palladium(ii) chloride (0.25 g, 0.35 mmol), dioxane (13.2 mL), and water (4.4 mL). The resulting mixture was then heated at 100° C. in a microwave for 10 min. The reaction mixt... The reactants are crude product, [K] (Potassium), Cl (HCl), [NH2-].[K+] (potassium amide), C1=NC=CC2=CC=C(C=C12)C(=O)O (isoquinoline-7-carboxylic acid), C(C)N(CCN(CC)CC)CC (tetraethylethylene diamine), [NH4+] (ammonium), [K+].C1=NC=CC2=CC=C(C=C12)C(=O)[O-] (isoquinoline-7-carboxylic acid potassium salt). The reagents and catalysts are C1COCCOCCOCCOCCOCCO1 (18-crown-6). The solvent is O (water), C(C)(=O)O (acetic acid), O (water), C1(=CC=CC=C1)C (toluene). Reaction conditions: temperature 87 celsius, time 8 hour. Yields the product NC1=NC=CC2=CC=C(C=C12)C(=O)O (1-Aminoisoquinoline-7-carboxylic acid). The yield is 88.0%. As a reaction SMILES: [K].[NH2-].[K+].[CH:4]1[C:13]2[C:8](=[CH:9][CH:10]=[C:11]([C:14]([OH:16])=[O:15])[CH:12]=2)[CH:7]=[CH:6][N:5]=1.C([N:19](CC)CCN(CC)CC)C.[NH4+].[K+].C1C2C(=CC=C(C([O-])=O)C=2)C=CN=1.Cl>O.C1OCCOCCOCCOCCOCCOC1.C(O)(=O)C.C1(C)C=CC=CC=1>[NH2:19][C:4]1[C:13]2[C:8](=[CH:9][CH:10]=[C:11]([C:14]([OH:16])=[O:15])[CH:12]=2)[CH:7]=[CH:6][N:5]=1 |f:1.2,6.7,^1:0|. Procedure: A 1L flask was equipped with magnetic stirring bar, cooling bath (liquid nitrogen), stopcock connected to an ammonia cylinder and a vacuum system. The flask was charged with FeCl3 (0.1 g) and evacuated. Ammonium gas was condensed to give liquid ammonium (600 ml). Potassium (19.50 g 0.50 mole) was added in small pieces (each about 0.5 g) under an argon atmosphere. The solution initially became blue but became a grey suspension after heating at reflux for 30 min. Into the potassium amide/liquid am... Starting materials: S(=O)(=O)([O-])[O-].[Na+].[Na+] (sodium sulfate), BrC=1C(=C2C(=NC1)N(C=C2)COCC[Si](C)(C)C)C (5-Bromo-4-methyl-1-(2-trimethylsilanyl-ethoxymethyl)-1H-pyrrolo[2,3-b]pyridine), IN1C(CCC1=O)=O (N-iodosuccinimide), C([O-])(O)=O.[Na+] (sodium bicarbonate). The solvent is C(C)(=O)OCC (ethyl acetate), ClCCCl (1,2 dichloroethane), O (water). The product is BrC=1C(=C2C(=NC1)N(C=C2I)COCC[Si](C)(C)C)C (5-Bromo-3-iodo-4-methyl-1-(2-trimethylsilanyl-ethoxymethyl)-1H-pyrrolo[2,3-b]pyridine). Isolated yield 39.0%. As a reaction SMILES: [Br:1][C:2]1[C:3]([CH3:19])=[C:4]2[CH:10]=[CH:9][N:8]([CH2:11][O:12][CH2:13][CH2:14][Si:15]([CH3:18])([CH3:17])[CH3:16])[C:5]2=[N:6][CH:7]=1.[I:20]N1C(=O)CCC1=O.C(=O)(O)[O-].[Na+].S([O-])([O-])(=O)=O.[Na+].[Na+]>ClCCCl.O.C(OCC)(=O)C>[Br:1][C:2]1[C:3]([CH3:19])=[C:4]2[C:10]([I:20])=[CH:9][N:8]([CH2:11][O:12][CH2:13][CH2:14][Si:15]([CH3:18])([CH3:17])[CH3:16])[C:5]2=[N:6][CH:7]=1 |f:2.3,4.5.6|. Procedure: 5-Bromo-4-methyl-1-(2-trimethylsilanyl-ethoxymethyl)-1H-pyrrolo[2,3-b]pyridine (150 mg, 0.439 mmol) was dissolved in anhydrous 1,2 dichloroethane (6 mL), and N-iodosuccinimide (198 mg, 0.879 mmol) was added. The solution was stirred at 23° C. for 15 hours when ethyl acetate was added. A solution of water (25 mL) and aqueous saturated sodium bicarbonate (25 mL) was added. Layers were mixed well. The organic layer was stirred over sodium sulfate, filtered and concentrated in vacuo. The crude oil w...